This data is from the Open Reaction Database (ORD), a public repository of structured organic reaction records. The task is: describe an organic reaction: reactants, conditions, products, and yield Reactants: O=C1C(CCC(O)c2ccc(F)cc2)C(c2cccc(Br)c2)N1c1ccc(F)cc1, OB(O)c1ccc(O)cc1. The product is O=C1C(CCC(O)c2ccc(F)cc2)C(c2cccc(-c3ccc(O)cc3)c2)N1c1ccc(F)cc1. RXN SMILES: [Br:1][c:2]1[cH:3][c:4]([CH:8]2[CH:9]([CH2:20][CH2:21][CH:22]([OH:23])[c:24]3[cH:25][cH:26][c:27]([F:30])[cH:28][cH:29]3)[C:10](=[O:19])[N:11]2[c:12]2[cH:13][cH:14][c:15]([F:18])[cH:16][cH:17]2)[cH:5][cH:6][cH:7]1.[OH:31][c:32]1[cH:33][cH:34][c:35]([B:38]([OH:39])[OH:40])[cH:36][cH:37]1>>[c:2]1(-[c:35]2[cH:34][cH:33][c:32]([OH:31])[cH:37][cH:36]2)[cH:3][c:4]([CH:8]2[CH:9]([CH2:20][CH2:21][CH:22]([OH:23])[c:24]3[cH:25][cH:26][c:27]([F:30])[cH:28][cH:29]3)[C:10](=[O:19])[N:11]2[c:12]2[cH:13][cH:14][c:15]([F:18])[cH:16][cH:17]2)[cH:5][cH:6][cH:7]1. Reactants: C1(=CC=CC=C1)C(C(=CC=C(C(=O)OCC)N(C)C)SC)=O (ethyl 6-phenyl-6-oxo-5-methylthio-2dimethylamino-2,4-hexadienoate), CC[O-].[Na+] (sodium ethylate), α-methylthio-4-phenylacetophenone, F[B-](F)(F)F.C[NH2+]C (N-methylmethanaminium tetrafluoroborate), ethanolic solution. Solvent: C(C)O (ethanol). Yields the product CN(C(C(=O)OCC)=CC=C(C(=O)C1=CC=C(C=C1)C1=CC=CC=C1)SC)C (ethyl 2-dimethylamino-6-(4-biphenylyl)-5-methylthio-6-oxo-2,4-hexadienoate). Reaction SMILES: [C:1]1([C:7](=[O:22])[C:8]([S:20][CH3:21])=[CH:9][CH:10]=[C:11]([N:17]([CH3:19])[CH3:18])[C:12]([O:14][CH2:15][CH3:16])=[O:13])[CH:6]=[CH:5][CH:4]=[CH:3][CH:2]=1.F[B-](F)(F)F.C[NH2+]C.[CH3:31][CH2:32][O-].[Na+]>C(O)C>[CH3:19][N:17]([CH3:18])[C:11](=[CH:10][CH:9]=[C:8]([S:20][CH3:21])[C:7]([C:1]1[CH:2]=[CH:3][C:4]([C:32]2[CH:31]=[CH:3][CH:2]=[CH:1][CH:6]=2)=[CH:5][CH:6]=1)=[O:22])[C:12]([O:14][CH2:15][CH3:16])=[O:13] |f:1.2,3.4|. Procedure: The procedure is as in Example 4 for the preparation of ethyl 6-phenyl-6-oxo-5-methylthio-2dimethylamino-2,4-hexadienoate, starting with N-(3-dimethylamino)-3-ethoxycarbonylpropenyldiene)-N-methylmethanaminium tetrafluoroborate (6 g), a 2M ethanolic solution of sodium ethylate (10.5 cc) and α-methylthio-4-phenylacetophenone (5.1 g) in ethanol (150 cc). After purification by chromatography on a silica column with a mixture of cyclohexane and ethyl acetate (50:50 by volume) as eluent, ethyl 2-dime... Starting materials: C(CCC)N1C(C(=C(C2=CC=CN=C12)C1=CC(=CC=C1)C#CCBr)NC(=O)NC1=C(C=CC=C1C(C)C)C(C)C)=O (N-[1-butyl-4-{3-(3-bromo-1-propynyl)phenyl}-1,2-dihydro-2-oxo-1,8-naphthyridin-3-yl]-N'-(2,6-diisopropylphenyl)urea), N1CCCC1 (pyrrolidine), O (water). The solvent is C1CCOC1 (THF). Conditions: time 4 hour. Yields the product C(CCC)N1C(C(=C(C2=CC=CN=C12)C1=CC(=CC=C1)C#CCN1CCCC1)NC(=O)NC1=C(C=CC=C1C(C)C)C(C)C)=O (N-[1-butyl-4-[3-{3-(1-pyrrolidinyl)-1-propynyl)phenyl}-1,2-dihydro-2-oxo-1,8-naphthyridin-3-yl]-N'-(2,6-diisopropylphenyl)urea). Isolated yield 86.2%. RXN SMILES: [CH2:1]([N:5]1[C:14]2[C:9](=[CH:10][CH:11]=[CH:12][N:13]=2)[C:8]([C:15]2[CH:20]=[CH:19][CH:18]=[C:17]([C:21]#[C:22][CH2:23]Br)[CH:16]=2)=[C:7]([NH:25][C:26]([NH:28][C:29]2[C:34]([CH:35]([CH3:37])[CH3:36])=[CH:33][CH:32]=[CH:31][C:30]=2[CH:38]([CH3:40])[CH3:39])=[O:27])[C:6]1=[O:41])[CH2:2][CH2:3][CH3:4].[NH:42]1[CH2:46][CH2:45][CH2:44][CH2:43]1.O>C1COCC1>[CH2:1]([N:5]1[C:14]2[C:9](=[CH:10][CH:11]=[CH:12][N:13]=2)[C:8]([C:15]2[CH:20]=[CH:19][CH:18]=[C:17]([C:21]#[C:22][CH2:23][N:42]3[CH2:46][CH2:45][CH2:44][CH2:43]3)[CH:16]=2)=[C:7]([NH:25][C:26]([NH:28][C:29]2[C:34]([CH:35]([CH3:37])[CH3:36])=[CH:33][CH:32]=[CH:31][C:30]=2[CH:38]([CH3:40])[CH3:39])=[O:27])[C:6]1=[O:41])[CH2:2][CH2:3][CH3:4]. Reported procedure: To a solution of N-[1-butyl-4-{3-(3-bromo-1-propynyl)phenyl}-1,2-dihydro-2-oxo-1,8-naphthyridin-3-yl]-N'-(2,6-diisopropylphenyl)urea (400 mg, 0.65 mmol) in THF (5 ml) was added pyrrolidine (139 mg, 1.96 mmol), and the mixture was stirred at room temperature for four hours. To the mixture was added water, and the mixture was extracted with ethyl acetate. The extract was washed with water, washed with a saturated aqueous sodium chloride solution, dried over anhydrous magnesium sulfate, and concent... Starting materials: CCOC(=O)N=S(C)(=O)c1ccc(Nc2ncc(-c3nnn(Cc4ccccc4)n3)c(NC3CCCCC3)n2)cc1, CC[O-], CCO, [Cl-], [Na+], [Na+]. The product is CS(=N)(=O)c1ccc(Nc2ncc(-c3nnn(Cc4ccccc4)n3)c(NC3CCCCC3)n2)cc1. As a reaction SMILES: [CH2:1]([c:2]1[cH:3][cH:4][cH:5][cH:6][cH:7]1)[n:8]1[n:9][c:10](-[c:13]2[c:14]([NH:35][CH:36]3[CH2:37][CH2:38][CH2:39][CH2:40][CH2:41]3)[n:15][c:16]([NH:19][c:20]3[cH:21][cH:22][c:23]([S:26](=[O:27])(=[N:28][C:29]([O:30][CH2:31][CH3:32])=[O:33])[CH3:34])[cH:24][cH:25]3)[n:17][cH:18]2)[n:11][n:12]1.[CH3:43][CH2:44][O-:45].[CH3:48][CH2:49][OH:50].[Cl-:46].[Na+:42].[Na+:47]>>[CH2:1]([c:2]1[cH:3][cH:4][cH:5][cH:6][cH:7]1)[n:8]1[n:9][c:10](-[c:13]2[c:14]([NH:35][CH:36]3[CH2:37][CH2:38][CH2:39][CH2:40][CH2:41]3)[n:15][c:16]([NH:19][c:20]3[cH:21][cH:22][c:23]([S:26](=[O:27])(=[NH:28])[CH3:34])[cH:24][cH:25]3)[n:17][cH:18]2)[n:11][n:12]1.